This data is from the Open Reaction Database (ORD), a public repository of structured organic reaction records. The task is: describe an organic reaction: reactants, conditions, products, and yield Starting materials: OC1=CC=C(CCO)C=C1 (p-hydroxyphenethyl alcohol), C([O-])([O-])=O.[K+].[K+] (potassium carbonate), C(Cl)C1CO1 (epichlorohydrin). The solvent is C(C)#N (acetonitrile). The product is OCCC1=CC=C(OCC2CO2)C=C1 (1-[4-(2-hydroxyethyl)phenoxyl]-2,3-epoxypropane). Yield: 100.0%. RXN SMILES: [OH:1][C:2]1[CH:10]=[CH:9][C:5]([CH2:6][CH2:7][OH:8])=[CH:4][CH:3]=1.C(=O)([O-])[O-].[K+].[K+].[CH2:17]([CH:19]1[O:21][CH2:20]1)Cl>C(#N)C>[OH:8][CH2:7][CH2:6][C:5]1[CH:9]=[CH:10][C:2]([O:1][CH2:17][CH:19]2[O:21][CH2:20]2)=[CH:3][CH:4]=1 |f:1.2.3|. Procedure: 30.0 g p-hydroxyphenethyl alcohol, 60 g of anhydrous potassium carbonate and 50.28 g of epichlorohydrin were refluxed in 250 mL of acetonitrile for 5 hrs. After cooling, filtering and removing acetonitrile at reduced pressure, 300 mL of toluene were added and the toluene removed under reduced pressure. The residual oil solidifies on standing and is used directly in the next step. Yield=43.2 g, c. 100% yield. This solid after recrystallization in water has a melting point of 56°-58.5° C. Reactants: ClC1=C(C(=O)NC(C2=CC=CC=C2)C2(CCCC2)NC)C=CC=C1C(F)(F)F ((±)-2-chloro-N-[[1-(methylamino)cyclopentyl](phenyl)methyl]-3-(trifluoromethyl)benzamide), [Si](C)(C)(C(C)(C)C)OCC=O (tert-butyldimethylsilyloxy acetaldehyde), C(C)(=O)O[BH-](OC(C)=O)OC(C)=O.[Na+] (sodium triacetoxyborohydride). The solvent is C(Cl)Cl (DCM). Yields the product ClC1=C(C(=O)NC(C2=CC=CC=C2)C2(CCCC2)N(C)CCO[Si](C)(C)C(C)(C)C)C=CC=C1C(F)(F)F ((±)-2-Chloro-N-[{1-[(2-{[(1,1-dimethylethyl)(dimethyl)silyl]oxy}ethyl)(methyl)amino]cyclopentyl}(phenyl)methyl]-3-(trifluoromethyl)benzamide). Yield: 99.9%. RXN SMILES: [Cl:1][C:2]1[C:24]([C:25]([F:28])([F:27])[F:26])=[CH:23][CH:22]=[CH:21][C:3]=1[C:4]([NH:6][CH:7]([C:14]1([NH:19][CH3:20])[CH2:18][CH2:17][CH2:16][CH2:15]1)[C:8]1[CH:13]=[CH:12][CH:11]=[CH:10][CH:9]=1)=[O:5].[Si:29]([O:36][CH2:37][CH:38]=O)([C:32]([CH3:35])([CH3:34])[CH3:33])([CH3:31])[CH3:30].C(O[BH-](OC(=O)C)OC(=O)C)(=O)C.[Na+]>C(Cl)Cl>[Cl:1][C:2]1[C:24]([C:25]([F:26])([F:27])[F:28])=[CH:23][CH:22]=[CH:21][C:3]=1[C:4]([NH:6][CH:7]([C:14]1([N:19]([CH2:38][CH2:37][O:36][Si:29]([C:32]([CH3:35])([CH3:34])[CH3:33])([CH3:31])[CH3:30])[CH3:20])[CH2:18][CH2:17][CH2:16][CH2:15]1)[C:8]1[CH:9]=[CH:10][CH:11]=[CH:12][CH:13]=1)=[O:5] |f:2.3|. Procedure details: The title compound (0.390 g, 99%) was prepared from (±)-2-chloro-N-[[1-(methylamino)cyclopentyl](phenyl)methyl]-3-(trifluoromethyl)benzamide (0.282 g; 0.686 mmol), (tert-butyldimethylsilyloxy acetaldehyde (90%; 0.265 g; 1.52 mmol) and sodium triacetoxyborohydride (0.290 g; 1.52 mmol) in DCM (5 ml) in a similar manner to that described in E30. Mass Spectrum (Electrospray LC/MS). Found 569 (MH+). C29H4035ClF3N2O2Si requires 568. Ret. time: 3.04 min. Starting materials: C(C1=CC=CC=C1)OC1=CC=C(C=C1)CCNCCC(C1=CC=CC=C1)C1=CC=CC=C1 (N-[2-(4-benzyloxyphenyl)-ethyl]-3,3-diphenylpropylamine), [H][H] (hydrogen). Reagents/catalysts: [Pd] (palladium on charcoal), fresh catalyst. Solvent: C(C)O (ethanol). Reaction conditions: time 70 hour. Product: OC1=CC=C(C=C1)CCNCCC(C1=CC=CC=C1)C1=CC=CC=C1 (N-[2-(4-hydroxyphenyl)-ethyl]-3,3-diphenylpropylamine). As a reaction SMILES: C([O:8][C:9]1[CH:14]=[CH:13][C:12]([CH2:15][CH2:16][NH:17][CH2:18][CH2:19][CH:20]([C:27]2[CH:32]=[CH:31][CH:30]=[CH:29][CH:28]=2)[C:21]2[CH:26]=[CH:25][CH:24]=[CH:23][CH:22]=2)=[CH:11][CH:10]=1)C1C=CC=CC=1.[H][H]>[Pd].C(O)C>[OH:8][C:9]1[CH:10]=[CH:11][C:12]([CH2:15][CH2:16][NH:17][CH2:18][CH2:19][CH:20]([C:27]2[CH:28]=[CH:29][CH:30]=[CH:31][CH:32]=2)[C:21]2[CH:22]=[CH:23][CH:24]=[CH:25][CH:26]=2)=[CH:13][CH:14]=1. Reported procedure: The starting material is prepared as follows: The mixture of 7.5 g of N-[2-(4-benzyloxyphenyl)-ethyl]-3,3-diphenylpropylamine, 125 ml of ethanol and 0.25 g of 10% palladium on charcoal is shaken under 3 atmospheres of hydrogen for 20 hours. 4.5 g of fresh catalyst are added and hydrogenolysis continued at 3 atmospheres for 70 hours. The mixture is filtered and evaporated to afford the N-[2-(4-hydroxyphenyl)-ethyl]-3,3-diphenylpropylamine of sufficient purity.